From a dataset of the Open Reaction Database (ORD), a public repository of structured organic reaction records. describe an organic reaction: reactants, conditions, products, and yield Reactants: FC(C(=O)C1=CNC2=CC(=CC=C12)Br)(F)F (2,2,2-trifluoro-1-(6-bromo-1H-indol-3-yl)-ethanone), C([O-])([O-])=O.[K+].[K+] (potassium carbonate), IC(C)C (2-iodopropane). Run in CN(C=O)C (N,N-dimethylformamide). Run at temperature 25 celsius, time 15 minute. The product is hexanes ethyl acetate, FC(C(=O)C1=CN(C2=CC(=CC=C12)Br)C(C)C)(F)F (2,2,2-trifluoro-1-(6-bromo-1-isopropyl-1H-indol-3-yl)-ethanone). Yield: 98.5%. Reaction SMILES: [F:1][C:2]([F:16])([F:15])[C:3]([C:5]1[C:13]2[C:8](=[CH:9][C:10]([Br:14])=[CH:11][CH:12]=2)[NH:7][CH:6]=1)=[O:4].C(=O)([O-])[O-].[K+].[K+].I[CH:24]([CH3:26])[CH3:25]>CN(C)C=O>[F:16][C:2]([F:1])([F:15])[C:3]([C:5]1[C:13]2[C:8](=[CH:9][C:10]([Br:14])=[CH:11][CH:12]=2)[N:7]([CH:24]([CH3:26])[CH3:25])[CH:6]=1)=[O:4] |f:1.2.3|. Procedure: A solution of 2,2,2-trifluoro-1-(6-bromo-1H-indol-3-yl)-ethanone (3.0 g, 10.27 mmol) in N,N-dimethylformamide (20 mL) at 25° C. was treated with potassium carbonate (3.54 g, 25.68 mmol). The resulting mixture was stirred at 25° C. for 15 min and then treated with 2-iodopropane (1.54 mL, 15.41 mmol). The reaction was heated at 65° C. for 18 h. At this time, the reaction was cooled to 25° C. and was partitioned between water (100 mL) and ethyl acetate (100 mL). The organic layer was then washed wi... The reactants are CCn1nc(C)c(CCBr)c1Sc1cc(Cl)cc(Cl)c1, CN(C)C=O, [H-], Nc1cccnc1, [Na+], O. The product is CCn1nc(C)c(CNc2cccnc2)c1Sc1cc(Cl)cc(Cl)c1. RXN SMILES: [Br:1][CH2:2][CH2:3][c:4]1[c:5]([CH3:20])[n:6][n:7]([CH2:18][CH3:19])[c:8]1[S:9][c:10]1[cH:11][c:12]([Cl:17])[cH:13][c:14]([Cl:16])[cH:15]1.[CH3:31][N:32]([CH3:33])[CH:34]=[O:35].[H-:28].[NH2:21][c:22]1[cH:23][n:24][cH:25][cH:26][cH:27]1.[Na+:29].[OH2:30]>>[CH2:3]([c:4]1[c:5]([CH3:20])[n:6][n:7]([CH2:18][CH3:19])[c:8]1[S:9][c:10]1[cH:11][c:12]([Cl:17])[cH:13][c:14]([Cl:16])[cH:15]1)[NH:21][c:22]1[cH:23][n:24][cH:25][cH:26][cH:27]1. Starting materials: N[C@@H](CC1=CC=CC=C1)C(=O)O (L-phenylalanine), C(=O)N[C@H]1CC(=O)OC1=O (N-formyl-L-aspartic anhydride), COC([C@@H](N)CC1=CC=CC=C1)=O (L-phenylalanine methyl ester), N-protected-L-aspartic anhydride, COC([C@@H](N)CC1=CC=CC=C1)=O (L-phenylalanine methyl ester), N[C@H]1CC(=O)OC1=O (L-aspartic anhydride). The solvent is C(C)(=O)O (acetic acid). Yields the product N[C@@H](CC(O)=O)C(=O)N[C@@H](CC1=CC=CC=C1)C(=O)O (α-L-aspartyl-L-phenylalanine). RXN SMILES: C[O:2][C:3](=[O:13])[C@H:4]([CH2:6][C:7]1[CH:12]=[CH:11][CH:10]=[CH:9][CH:8]=1)[NH2:5].[NH2:14][C@@H:15]1[C:20](=[O:21])[O:19][C:17](=[O:18])[CH2:16]1.N[C@H](C(O)=O)CC1C=CC=CC=1.C(N[C@@H]1C(=O)OC(=O)C1)=O>C(O)(=O)C>[NH2:14][C@H:15]([C:20]([NH:5][C@H:4]([C:3]([OH:2])=[O:13])[CH2:6][C:7]1[CH:12]=[CH:11][CH:10]=[CH:9][CH:8]=1)=[O:21])[CH2:16][C:17](=[O:18])[OH:19]. Reported procedure: In known methods for producing α-AMP, an N-protected-L-aspartic anhydride is reacted with L-phenylalanine methyl ester in an organic solvent, and then the protecting group is eliminated by a conventional method (U.S. Pat. No. 3,786,039); and addition salt of L-aspartic anhydride with a strong acid is directly reacted with L-phenylalanine methyl ester (Japanese Patent Publication No. 14,217/74); or L-phenylalanine is reacted with N-formyl-L-aspartic anhydride in glacial acetic acid, and the formy... Reactants: CN(CC(=O)O)CC(=O)O (2,2′-(methylazanediyl)diacetic acid), C(C)(=O)OC(C)=O (acetic anhydride). Run at temperature 165 celsius, time 30 minute. The product is CN1CC(OC(C1)=O)=O (4-methylmorpholine-2,6-dione). RXN SMILES: [CH3:1][N:2]([CH2:7][C:8]([OH:10])=[O:9])[CH2:3][C:4]([OH:6])=O.C(OC(=O)C)(=O)C>>[CH3:1][N:2]1[CH2:3][C:4](=[O:6])[O:10][C:8](=[O:9])[CH2:7]1. Procedure details: A mixture of 2,2′-(methylazanediyl)diacetic acid (500 mg, 3.40 mmol) and acetic anhydride (5 mL) was stirred at 165° C. for 30 min. The reaction mixture was concentrated under reduced pressure to give 4-methylmorpholine-2,6-dione as a crude product. The obtained crude product was dissolved in THF (10 mL), and p-aminobenzonitrile (401 mg, 3.40 mmol) was added thereto. The mixture was heated with reflux for 22 hr, and concentrated under reduced pressure to give 2-((2-((4-cyanophenyl)amino)-2-oxoet...